Dataset: the Open Reaction Database (ORD), a public repository of structured organic reaction records. Task: describe an organic reaction: reactants, conditions, products, and yield Starting materials: C=CCc1c(O)c(OC)cc2ncnc(Nc3ccc(Cl)cc3)c12, CI, CC(C)=O, [K+], [K+], O=C([O-])[O-]. Yields the product C=CCc1c(OC)c(OC)cc2ncnc(Nc3ccc(Cl)cc3)c12. Reaction SMILES: [CH2:1]([CH:2]=[CH2:3])[c:4]1[c:5]2[c:6]([NH:17][c:18]3[cH:19][cH:20][c:21]([Cl:24])[cH:22][cH:23]3)[n:7][cH:8][n:9][c:10]2[cH:11][c:12]([O:15][CH3:16])[c:13]1[OH:14].[CH3:31][I:32].[CH3:33][C:34](=[O:35])[CH3:36].[K+:25].[K+:26].[O-:27][C:28]([O-:29])=[O:30]>>[CH2:1]([CH:2]=[CH2:3])[c:4]1[c:5]2[c:6]([NH:17][c:18]3[cH:19][cH:20][c:21]([Cl:24])[cH:22][cH:23]3)[n:7][cH:8][n:9][c:10]2[cH:11][c:12]([O:15][CH3:16])[c:13]1[O:14][CH3:28]. The reactants are [N-]=[N+]=[N-].[Na+] (sodium azide), ice water, O.C1(=CC=C(C=C1)S(=O)(=O)O)C (p-toluenesulfonic acid monohydrate), ClC(=O)OCC (ethyl chloroformate), C(C)OC(=O)C(C(=O)O)(CCCCC1=CC=C(C=C1)OCC1=CC=CC=C1)CC (2-ethoxycarbonyl-2-ethyl-4-(2-(4-benzyloxyphenyl)ethyl)-butanoic acid), O1CCCC1 (tetrahydrofuran). Solvent: O (water), C1=CC=CC=C1 (benzene), C(C)(=O)OCC (Ethyl acetate), CO (Methanol), C(C)N(CC)CC (Triethylamine). Conditions: temperature 0 celsius, time 35 minute. Yields the product C(C)C(C(=O)OCC)(CCC1=CC=C(C=C1)OCC1=CC=CC=C1)NC(=O)OC (Ethyl 2-ethyl-2-methoxycarbonylamino-4-(4-benzyloxyphenyl)butanoate). RXN SMILES: Cl[C:2]([O:4][CH2:5]C)=[O:3].C(OC([C:12](CC)([CH2:16][CH2:17][CH2:18][CH2:19][C:20]1[CH:25]=[CH:24][C:23]([O:26][CH2:27][C:28]2[CH:33]=[CH:32][CH:31]=[CH:30][CH:29]=2)=[CH:22][CH:21]=1)C(O)=O)=O)C.[N-:36]=[N+]=[N-].[Na+].[OH2:40].C1(C)C=CC(S(O)(=O)=O)=CC=1.[O:52]1[CH2:56][CH2:55]C[CH2:53]1>O.C1C=CC=CC=1.C(OCC)(=O)C.CO.C(N(CC)CC)C>[CH2:16]([C:17]([NH:36][C:2]([O:4][CH3:5])=[O:3])([CH2:18][CH2:19][C:20]1[CH:21]=[CH:22][C:23]([O:26][CH2:27][C:28]2[CH:29]=[CH:30][CH:31]=[CH:32][CH:33]=2)=[CH:24][CH:25]=1)[C:53]([O:52][CH2:56][CH3:55])=[O:40])[CH3:12] |f:2.3,4.5|. Procedure: Triethylamine (45 ml) and ethyl chloroformate (21 ml) were added to a solution of 2-ethoxycarbonyl-2-ethyl-4-(2-(4-benzyloxyphenyl)ethyl)-butanoic acid (85 g) in tetrahydrofuran (430 ml) at 0° C. and the mixture was stirred at 0° C. for 35 minutes. A solution of sodium azide (14 g) in water (10 ml) was added thereto and the whole mixture was stirred at 0° C. for 3 hours. The reaction mixture was poured into ice-water and extracted with ethyl acetate. The ethyl acetate layer was washed with water...